This data is from the Open Reaction Database (ORD), a public repository of structured organic reaction records. The task is: describe an organic reaction: reactants, conditions, products, and yield Reactants: FC1=C(OC2=CC3=C(N=C(N=C3)S(=O)(=O)C)N(C2=O)C[C@H](C)O)C=CC(=C1)F (6-(2,4-difluorophenoxy)-8-((S)-2-hydroxypropyl)-2-methanesulfonyl-8H-pyrido[2,3-d]pyrimidin-7-one), N[C@@H](CO)C ((R)-2-amino-1-propanol). The solvent is O1CCCC1 (tetrahydrofuran). Reaction conditions: time 8 hour. The product is FC1=C(OC2=CC3=C(N=C(N=C3)N[C@@H](CO)C)N(C2=O)C[C@H](C)O)C=CC(=C1)F (6-(2,4-difluoro-phenoxy)-2-((R)-2-hydroxy-1-methyl-ethylamino)-8-((S)-2-hydroxy-propyl)-8H-pyrido[2,3-d]pyrimidin-7-one). Isolated yield 91.0%. As a reaction SMILES: [F:1][C:2]1[CH:27]=[C:26]([F:28])[CH:25]=[CH:24][C:3]=1[O:4][C:5]1[C:18](=[O:19])[N:17]([CH2:20][C@@H:21]([OH:23])[CH3:22])[C:8]2[N:9]=[C:10](S(C)(=O)=O)[N:11]=[CH:12][C:7]=2[CH:6]=1.[NH2:29][C@H:30]([CH3:33])[CH2:31][OH:32]>O1CCCC1>[F:1][C:2]1[CH:27]=[C:26]([F:28])[CH:25]=[CH:24][C:3]=1[O:4][C:5]1[C:18](=[O:19])[N:17]([CH2:20][C@@H:21]([OH:23])[CH3:22])[C:8]2[N:9]=[C:10]([NH:29][C@H:30]([CH3:33])[CH2:31][OH:32])[N:11]=[CH:12][C:7]=2[CH:6]=1. Procedure details: To a tetrahydrofuran (5 mL) solution of 6-(2,4-difluorophenoxy)-8-((S)-2-hydroxypropyl)-2-methanesulfonyl-8H-pyrido[2,3-d]pyrimidin-7-one (400 mg, 1 mmol) was added (R)-2-amino-1-propanol (0.38 mL, 5 mmol) and stirred overnight at room temperature. Concentrated under vacuum and chromatographed on silica gel eluding with 2% methanol in dichloromethane and converted to the hydrochloride salt to give 370 mg 6-(2,4-difluoro-phenoxy)-2-((R)-2-hydroxy-1-methyl-ethylamino)-8-((S)-2-hydroxy-propyl)-8H-p... Starting materials: COC(C)(C)C, CC1(C)OCC(Cn2ccc(N3C(=O)c4ccccc4C3=O)n2)O1, CN, CCCCCCC, CCO. Yields the product CC1(C)OCC(Cn2ccc(N)n2)O1. Reaction SMILES: [C:34]([O:35][CH3:36])([CH3:37])([CH3:38])[CH3:39].[CH3:1][C:2]1([CH3:24])[O:3][CH2:4][CH:5]([CH2:7][n:8]2[n:9][c:10]([N:13]3[C:14](=[O:15])[c:16]4[c:17]([cH:18][cH:19][cH:20][cH:21]4)[C:22]3=[O:23])[cH:11][cH:12]2)[O:6]1.[CH3:25][NH2:26].[CH3:27][CH2:28][CH2:29][CH2:30][CH2:31][CH2:32][CH3:33].[CH3:40][CH2:41][OH:42]>>[CH3:1][C:2]1([CH3:24])[O:3][CH2:4][CH:5]([CH2:7][n:8]2[n:9][c:10]([NH2:13])[cH:11][cH:12]2)[O:6]1. Starting materials: P(OCC)(OCC)OCC (Triethyl phosphite), COC(C1=CC(=CC(=C1)[N+](=O)[O-])OC)OC (3-Methoxy-5-nitro-benzaldehyde dimethyl acetal), B(F)(F)F.CCOCC (boron trifluoride etherate). Solvent: C(Cl)Cl (CH2Cl2). Product: COC(P(OCC)(=O)OCC)C1=CC(=CC(=C1)[N+](=O)[O-])OC (Diethyl 1-methoxy-1-(3-methoxy-5-nitrophenyl)methane phosphonate). Isolated yield 86.8%. As a reaction SMILES: [P:1]([O:8][CH2:9][CH3:10])([O:5]CC)[O:2][CH2:3][CH3:4].[CH3:11][O:12][CH:13](OC)[C:14]1[CH:19]=[C:18]([N+:20]([O-:22])=[O:21])[CH:17]=[C:16]([O:23][CH3:24])[CH:15]=1.B(F)(F)F.CCOCC>C(Cl)Cl>[CH3:11][O:12][CH:13]([C:14]1[CH:19]=[C:18]([N+:20]([O-:22])=[O:21])[CH:17]=[C:16]([O:23][CH3:24])[CH:15]=1)[P:1]([O:2][CH2:3][CH3:4])(=[O:5])[O:8][CH2:9][CH3:10] |f:2.3|. Reported procedure: Triethyl phosphite (0.98 ml, 5.7 mmol) was added dropwise to a solution of dimethyl acetal 27 (1.08 g, 4.7 mmol), boron trifluoride etherate (1.2 ml, 9.8 mmol) and CH2Cl2 (10 ml) at 0° C. After warming the reaction to room temperature overnight, the solution was partitioned with 3N HCl and the aqueous layer was washed with CH2Cl2 twice. The organic layers were washed with dilute NaHCO3, dried over Na2 SO4, decanted and evaporated. The crude residue was purified on a silica gel column, eluting wi... The reactants are COC(=O)C(=O)c1ccc(OCCOc2ccc3ccccc3c2)cc1, CO, C1CCOC1, OCCNCCO. Yields the product O=C(C(=O)N(CCO)CCO)c1ccc(OCCOc2ccc3ccccc3c2)cc1. Reaction SMILES: [CH3:1][O:2][C:3]([C:4]([c:5]1[cH:6][cH:7][c:8]([O:11][CH2:12][CH2:13][O:14][c:15]2[cH:16][c:17]3[cH:18][cH:19][cH:20][cH:21][c:22]3[cH:23][cH:24]2)[cH:9][cH:10]1)=[O:25])=[O:26].[CH3:34][OH:35].[O:36]1[CH2:37][CH2:38][CH2:39][CH2:40]1.[OH:27][CH2:28][CH2:29][NH:30][CH2:31][CH2:32][OH:33]>>[C:3]([C:4]([c:5]1[cH:6][cH:7][c:8]([O:11][CH2:12][CH2:13][O:14][c:15]2[cH:16][c:17]3[cH:18][cH:19][cH:20][cH:21][c:22]3[cH:23][cH:24]2)[cH:9][cH:10]1)=[O:25])(=[O:26])[N:30]([CH2:29][CH2:28][OH:27])[CH2:31][CH2:32][OH:33]. Reactants: C(C=C)Br (allyl bromide), O (water), CC(CNC1=CC(=C(C#N)C=C1)C(F)(F)F)(C)C (4-[(2,2-Dimethylpropyl)amino]-2-(trifluoromethyl)benzonitrile). The solvent is CN(C)C=O (DMF), CN(C)C=O (DMF). Run at time 10 minute. The product is CC(CN(C1=CC(=C(C#N)C=C1)C(F)(F)F)CC=C)(C)C (4-[(2,2-Dimethylpropyl)(2-propen-1-yl)amino]-2-(trifluoromethyl)benzonitrile). The yield is 91.9%. RXN SMILES: [CH3:1][C:2]([CH3:18])([CH3:17])[CH2:3][NH:4][C:5]1[CH:12]=[CH:11][C:8]([C:9]#[N:10])=[C:7]([C:13]([F:16])([F:15])[F:14])[CH:6]=1.[CH2:19](Br)[CH:20]=[CH2:21].O>CN(C=O)C>[CH3:1][C:2]([CH3:18])([CH3:17])[CH2:3][N:4]([CH2:21][CH:20]=[CH2:19])[C:5]1[CH:12]=[CH:11][C:8]([C:9]#[N:10])=[C:7]([C:13]([F:14])([F:15])[F:16])[CH:6]=1. Reported procedure: To a slurry of hexanes-washed NaH (0.534 g of a 60% w/w suspension in mineral oil; 13.4 mmol) in dry DMF (10 mL) at 0° C., under N2, was added a solution of 4-[(2,2-dimethylpropyl)amino]-2-(trifluoromethyl)benzonitrile (1.71 g, 6.68 mmol, step A, Example 57) in DMF (4 mL), dropwise over 10 min. The mixture was stirred 15 min and allyl bromide (1.16 mL, 13.4 mmol) was added dropwise over 3 min. The mixture was stirred 1 h at 0° C. and poured into water. The whole was extracted with Et2O (×3). The... Starting materials: COc1ncc(Br)cc1C(=O)O, NCc1cccc2ccccc12. Reagents/catalysts: CC(C)N=C=NC(C)C (DIC), C1=CC=C2C(=C1)N=NN2O (HOBt). Solvent: CN(C)C=O (DMF), CN(C)C=O (DMF), CN(C)C=O (DMF), CN(C)C=O (DMF), CN(C)C=O (DMF), CN(C)C=O (DMF). Conditions: temperature 25 celsius, time 2 hour. Product: COc1ncc(Br)cc1C(=O)NCc1cccc2ccccc12. Isolated yield 64.4%. RXN SMILES: NCc1cccc2ccccc12.COc1ncc(Br)cc1C(=O)O.CC(C)N=C=NC(C)C.C1=CC=C2C(=C1)N=NN2O.CN(C)C=O>>COc1ncc(Br)cc1C(=O)NCc1cccc2ccccc12. Starting materials: FC1(CCC(CC1)C1=NN=C2N1C1=CC(=C(C=C1NC2=O)C(=O)N2CCC1=CC(=CC=C21)F)C)F (1-(4,4-difluorocyclohexyl)-7-[(5-fluoro-2,3-dihydro-1H-indol-1-yl)carbonyl]-8-methyl[1,2,4]triazolo[4,3-a]quinoxalin-4(5H)-one), CO (methanol), Cl.C(C)(=O)OCC (hydrogen chloride ethyl acetate). Solvent: O1CCCC1 (tetrahydrofuran). Conditions: time 1 hour. Yields the product Cl.FC1(CCC(CC1)C1=NN=C2N1C1=CC(=C(C=C1NC2=O)C(=O)N2CCC1=CC(=CC=C21)F)C)F (1-(4,4-difluorocyclohexyl)-7-[(5-fluoro-2,3-dihydro-1H-indol-1-yl)carbonyl]-8-methyl[1,2,4]triazolo[4,3-a]quinoxalin-4(5H)-one hydrochloride). Reaction SMILES: [F:1][C:2]1([F:35])[CH2:7][CH2:6][CH:5]([C:8]2[N:12]3[C:13]4[C:18]([NH:19][C:20](=[O:21])[C:11]3=[N:10][N:9]=2)=[CH:17][C:16]([C:22]([N:24]2[C:32]3[C:27](=[CH:28][C:29]([F:33])=[CH:30][CH:31]=3)[CH2:26][CH2:25]2)=[O:23])=[C:15]([CH3:34])[CH:14]=4)[CH2:4][CH2:3]1.CO.[ClH:38].C(OCC)(=O)C>O1CCCC1>[ClH:38].[F:35][C:2]1([F:1])[CH2:7][CH2:6][CH:5]([C:8]2[N:12]3[C:13]4[C:18]([NH:19][C:20](=[O:21])[C:11]3=[N:10][N:9]=2)=[CH:17][C:16]([C:22]([N:24]2[C:32]3[C:27](=[CH:28][C:29]([F:33])=[CH:30][CH:31]=3)[CH2:26][CH2:25]2)=[O:23])=[C:15]([CH3:34])[CH:14]=4)[CH2:4][CH2:3]1 |f:2.3,5.6|. Procedure: To a mixture of 106 mg of 1-(4,4-difluorocyclohexyl)-7-[(5-fluoro-2,3-dihydro-1H-indol-1-yl)carbonyl]-8-methyl[1,2,4]triazolo[4,3-a]quinoxalin-4(5H)-one, 1 mL of methanol, and 1 mL of tetrahydrofuran was added 55 μL of 4 M hydrogen chloride/ethyl acetate, followed by stirring at room temperature for 1 hour. The reaction solution was concentrated under reduced pressure. The obtained residue was triturated with a mixture of ethyl acetate, diethyl ether, and normal hexane to give a powder, and the ...